Dataset: the Open Reaction Database (ORD), a public repository of structured organic reaction records. Task: describe an organic reaction: reactants, conditions, products, and yield Starting materials: CCN(C(C)C)C(C)C, ClCCl, O, O=C(Cl)c1ccc(NC(=O)c2ccccc2-c2ccccc2)cc1Cl, c1ccc2c(c1)CNc1ccccc1N2. Yields the product O=C(Nc1ccc(C(=O)N2Cc3ccccc3Nc3ccccc32)c(Cl)c1)c1ccccc1-c1ccccc1. Reaction SMILES: [CH:16]([N:17]([CH2:18][CH3:19])[CH:20]([CH3:21])[CH3:22])([CH3:23])[CH3:24].[Cl:51][CH2:52][Cl:53].[OH2:50].[c:25]1(-[c:44]2[cH:45][cH:46][cH:47][cH:48][cH:49]2)[c:26]([C:31](=[O:32])[NH:33][c:34]2[cH:35][c:36]([Cl:43])[c:37]([C:38](=[O:39])[Cl:40])[cH:41][cH:42]2)[cH:27][cH:28][cH:29][cH:30]1.[cH:1]1[cH:2][cH:3][cH:4][c:5]2[c:11]1[CH2:10][NH:9][c:8]1[c:7]([cH:15][cH:14][cH:13][cH:12]1)[NH:6]2>>[cH:1]1[cH:2][cH:3][cH:4][c:5]2[c:11]1[CH2:10][N:9]([C:38]([c:37]1[c:36]([Cl:43])[cH:35][c:34]([NH:33][C:31]([c:26]3[c:25](-[c:44]4[cH:45][cH:46][cH:47][cH:48][cH:49]4)[cH:30][cH:29][cH:28][cH:27]3)=[O:32])[cH:42][cH:41]1)=[O:39])[c:8]1[c:7]([cH:15][cH:14][cH:13][cH:12]1)[NH:6]2.